From a dataset of the Open Reaction Database (ORD), a public repository of structured organic reaction records. describe an organic reaction: reactants, conditions, products, and yield Starting materials: ClC=1C=CC=C2C=C(C(=NC12)C1=CC=CC=C1)CN ((8-chloro-2-phenylquinolin-3-yl)methanamine), ClC=1C2=C(N=CN1)NC=C2 (4-chloro-7H-pyrrolo[2,3-d]pyrimidine), CCN(C(C)C)C(C)C (DIEA). The solvent is C(CCC)O (n-butanol). The product is ClC=1C=CC=C2C=C(C(=NC12)C1=CC=CC=C1)CNC=1C2=C(N=CN1)NC=C2 (N-((8-chloro-2-phenylquinolin-3-yl)methyl)-7H-pyrrolo[2,3-d]pyrimidin-4-amine). Reaction SMILES: [Cl:1][C:2]1[CH:3]=[CH:4][CH:5]=[C:6]2[C:11]=1[N:10]=[C:9]([C:12]1[CH:17]=[CH:16][CH:15]=[CH:14][CH:13]=1)[C:8]([CH2:18][NH2:19])=[CH:7]2.Cl[C:21]1[C:22]2[CH:29]=[CH:28][NH:27][C:23]=2[N:24]=[CH:25][N:26]=1.CCN(C(C)C)C(C)C>C(O)CCC>[Cl:1][C:2]1[CH:3]=[CH:4][CH:5]=[C:6]2[C:11]=1[N:10]=[C:9]([C:12]1[CH:17]=[CH:16][CH:15]=[CH:14][CH:13]=1)[C:8]([CH2:18][NH:19][C:21]1[C:22]3[CH:29]=[CH:28][NH:27][C:23]=3[N:24]=[CH:25][N:26]=1)=[CH:7]2. Procedure: Prepared according to Procedure H using (8-chloro-2-phenylquinolin-3-yl)methanamine (0.050 g, 0.186 mmol), 4-chloro-7H-pyrrolo[2,3-d]pyrimidine (0.034 g, 0.22 mmol, 1.2 eq) and DIEA (0.38 mmol, 2.0 eq) in n-butanol (3 mL). N-((8-chloro-2-phenylquinolin-3-yl)methyl)-7H-pyrrolo[2,3-d]pyrimidin-4-amine [PI3Kδ IC50=270 nM] was obtained after purification as a white solid. 1H-NMR (MeOD) δ ppm 8.65-8.76 (m, 1H), 8.53 (s, 1H), 8.11-8.20 (m, 4H), 8.07 (d, J=1.96 Hz, 1H), 7.91-8.00 (m, 2H), 7.86 (s, 1H),... Reactants: C(C)OC(C(C[C@@H](CC1=CC=C(C=C1)C1=CC=CC=C1)N)(C)C)=O ((R)-4-Amino-5-biphenyl-4-yl-2,2-dimethyl-pentanoic acid ethyl ester), Cl (HCl), OC1=NOC(=C1)C(=O)O (3-Hydroxyisoxazole-5-carboxylic acid), CCN=C=NCCCN(C)C (EDCI), C=1C=CC2=C(C1)N=NN2O (HOBt). The solvent is C(CCC)O (butyl alcohol), CN(C)C=O (DMF), O1CCOCC1 (dioxane). Conditions: temperature 60 celsius, time 8 hour. Yields the product C(CCC)OC(C(C[C@@H](CC1=CC=C(C=C1)C1=CC=CC=C1)NC(=O)C1=CC(=NO1)O)(C)C)=O ((R)-5-Biphenyl-4-yl-4-[(3-hydroxy-isoxazole-5-carbonyl) -amino]-2,2-dimethyl-pentanoic acid butyl ester). The yield is 95.0%. RXN SMILES: [CH2:1]([O:3][C:4](=[O:24])[C:5]([CH3:23])([CH3:22])[CH2:6][C@H:7]([NH2:21])[CH2:8][C:9]1[CH:14]=[CH:13][C:12]([C:15]2[CH:20]=[CH:19][CH:18]=[CH:17][CH:16]=2)=[CH:11][CH:10]=1)[CH3:2].Cl.[OH:26][C:27]1[CH:31]=[C:30]([C:32]([OH:34])=O)[O:29][N:28]=1.[CH3:35][CH2:36]N=C=NCCCN(C)C.C1C=CC2N(O)N=NC=2C=1>O1CCOCC1.CN(C=O)C.C(O)CCC>[CH2:1]([O:3][C:4](=[O:24])[C:5]([CH3:23])([CH3:22])[CH2:6][C@H:7]([NH:21][C:32]([C:30]1[O:29][N:28]=[C:27]([OH:26])[CH:31]=1)=[O:34])[CH2:8][C:9]1[CH:10]=[CH:11][C:12]([C:15]2[CH:20]=[CH:19][CH:18]=[CH:17][CH:16]=2)=[CH:13][CH:14]=1)[CH2:2][CH2:35][CH3:36]. Reported procedure: (R)-4-Amino-5-biphenyl-4-yl-2,2-dimethyl-pentanoic acid ethyl ester (72.1 mg, 221 μmol, 1.0 eq.) was combined with dry butyl alcohol (5 mL) and 4N HCl in dioxane (1 mL) and stirred at 60° C. overnight. The solvent where evaporated and azeotroped with toluene. To this was added a mixture of 3-Hydroxyisoxazole-5-carboxylic acid (28.6 mg, 221 μmol, 1.0 eq.), EDCI (39.2 μL, 1.0 eq.) and HOBt (29.9 mg, 221 μmol, 1.0 eq.) that had been combined in DMF (0.2 mL) and stirred for 5 minutes at room tempera... The reactants are C\C(=C/CBr)\CC\C=C(\CCC=C(C)C)/C ((E,E)-3,7,11-trimethyl-2,6,10-dodecatrienylbromide), O (water), C(CCC)[Li] (n-Butyl lithium), C(C1=CC=CC=C1)OCOC[Sn](CCCC)(CCCC)CCCC ((benzyloxymethoxy)methyl-tri-(n-butyl) tin). Run in C1CCOC1 (THF), C1CCOC1 (THF). Run at temperature -78 celsius, time 10 minute. Product: C\C(=C/CCOCOCC1=CC=CC=C1)\CC\C=C(\CCC=C(C)C)/C (Benzyl [(E,E)-4,8,12-trimethyl-3,7,11-tridecatrienyloxy]methyl ether). Yield: 54.5%. RXN SMILES: C([Li])CCC.[CH2:6]([O:13][CH2:14][O:15][CH2:16][Sn](CCCC)(CCCC)CCCC)[C:7]1[CH:12]=[CH:11][CH:10]=[CH:9][CH:8]=1.[CH3:30]/[C:31](/[CH2:35][CH2:36]/[CH:37]=[C:38](\[CH3:45])/[CH2:39][CH2:40][CH:41]=[C:42]([CH3:44])[CH3:43])=[CH:32]\[CH2:33]Br.O>C1COCC1>[CH3:30]/[C:31](/[CH2:35][CH2:36]/[CH:37]=[C:38](\[CH3:45])/[CH2:39][CH2:40][CH:41]=[C:42]([CH3:44])[CH3:43])=[CH:32]\[CH2:33][CH2:16][O:15][CH2:14][O:13][CH2:6][C:7]1[CH:8]=[CH:9][CH:10]=[CH:11][CH:12]=1. Procedure: n-Butyl lithium (1.6M in hexane, 8.6 mL, 13.8 mmol) was added under nitrogen to a stirred solution of (benzyloxymethoxy)methyl-tri-(n-butyl) tin (6.1 g, 13.8 mmol) in THF (56 mL) at -78° C. The resulting mixture was stirred at -78° C. for 10 min, then added a solution of (E,E)-3,7,11-trimethyl-2,6,10-dodecatrienylbromide (3.5 g, 12.3 mmol) in THF (4 mL) via a dropping funnel. The resulting mixture was stirred at -78° C. for 0.5 hours, then poured into cold water and extracted with ether. The eth... The reactants are COC1=CC=C(C=C1)N1C=NC2=C1C=C(C=C2)C(=O)NN (1-(4-methoxyphenyl)-1H-benzimidazole-6-carbohydrazide), [OH-].[K+] (potassium hydroxide), C(=S)=S (carbon disulfide). The solvent is C(C)O (ethanol). Conditions: time 8 hour. Product: COC1=CC=C(C=C1)N1C=NC2=C1C=C(C=C2)C2=NN=C(O2)S (5-[1-(4-methoxyphenyl)-1H-benzimidazol-6-yl]-1,3,4-oxadiazole-2-thiol). Yield: 52.7%. RXN SMILES: [CH3:1][O:2][C:3]1[CH:8]=[CH:7][C:6]([N:9]2[C:13]3[CH:14]=[C:15]([C:18]([NH:20][NH2:21])=[O:19])[CH:16]=[CH:17][C:12]=3[N:11]=[CH:10]2)=[CH:5][CH:4]=1.[OH-].[K+].[C:24](=S)=[S:25]>C(O)C>[CH3:1][O:2][C:3]1[CH:4]=[CH:5][C:6]([N:9]2[C:13]3[CH:14]=[C:15]([C:18]4[O:19][C:24]([SH:25])=[N:21][N:20]=4)[CH:16]=[CH:17][C:12]=3[N:11]=[CH:10]2)=[CH:7][CH:8]=1 |f:1.2|. Procedure details: A mixture of 1-(4-methoxyphenyl)-1H-benzimidazole-6-carbohydrazide (1.09 g, 3.86 mmol), potassium hydroxide (0.32 g, 5.79 mmol), carbon disulfide (2.31 mL, 38.6 mmol) and ethanol (20 mL) was stirred overnight at room temperature. The reaction mixture was concentrated under reduced pressure, N,N-dimethylformamide (15 ml) was added to the residue, and the resulting mixture was stirred at 100° C. overnight. The reaction mixture was acidified with 1M hydrochloric acid, and the mixture was extracted ...